This data is from the Open Reaction Database (ORD), a public repository of structured organic reaction records. The task is: describe an organic reaction: reactants, conditions, products, and yield The reactants are O=c1c2cc(F)c(N3CCCC3)cc2n(CC2CC2)c(=O)n1OCc1ccccc1, C1CCOC1. Product: O=c1c2cc(F)c(N3CCCC3)cc2n(CC2CC2)c(=O)n1O. Reaction SMILES: [CH2:1]([c:2]1[cH:3][cH:4][cH:5][cH:6][cH:7]1)[O:8][n:9]1[c:10](=[O:30])[n:11]([CH2:26][CH:27]2[CH2:28][CH2:29]2)[c:12]2[cH:13][c:14]([N:21]3[CH2:22][CH2:23][CH2:24][CH2:25]3)[c:15]([F:20])[cH:16][c:17]2[c:18]1=[O:19].[CH2:31]1[O:32][CH2:33][CH2:34][CH2:35]1>>[OH:8][n:9]1[c:10](=[O:30])[n:11]([CH2:26][CH:27]2[CH2:28][CH2:29]2)[c:12]2[cH:13][c:14]([N:21]3[CH2:22][CH2:23][CH2:24][CH2:25]3)[c:15]([F:20])[cH:16][c:17]2[c:18]1=[O:19]. Starting materials: C(CCC)C=1OC2=C(C1)C=CC=C2 (2-n-butyl-benzofuran), C(C)(=O)OC1=C(C=C(C#N)C=C1)OC (4-acetoxy-3-methoxy-benzonitrile), FC(C(=O)O)(F)F (trifluoroacetic acid). Run at time 2 hour. The product is C(CCC)C=1OC2=C(C1C(C1=CC(=C(C=C1)O)OC)=O)C=CC=C2 (2-n-butyl-3-(3'-methoxy-4'-hydroxybenzoyl)-benzofuran). Reaction SMILES: [CH2:1]([C:5]1[O:6][C:7]2[CH:13]=[CH:12][CH:11]=[CH:10][C:8]=2[CH:9]=1)[CH2:2][CH2:3][CH3:4].C([O:17][C:18]1[CH:25]=[CH:24][C:21]([C:22]#N)=[CH:20][C:19]=1[O:26][CH3:27])(=O)C.FC(F)(F)C(O)=[O:31]>>[CH2:1]([C:5]1[O:6][C:7]2[CH:13]=[CH:12][CH:11]=[CH:10][C:8]=2[C:9]=1[C:22](=[O:31])[C:21]1[CH:24]=[CH:25][C:18]([OH:17])=[C:19]([O:26][CH3:27])[CH:20]=1)[CH2:2][CH2:3][CH3:4]. Procedure: A mixture of 17.4 g. (0.1 mol.) of 2-n-butyl-benzofuran and 19.1 g. (0.1 mol.) of 4-acetoxy-3-methoxy-benzonitrile in 20 ml. of trifluoroacetic acid is refluxed for three hours. The reaction mixture is cooled, diluted with 200 ml. of water and the resulting aqueous solution is extracted with ether. The extracts are concentrated to dryness and the residue is dissolved in 100 ml. of ethanol and heated with 20 ml. of 10% aqueous sodium carbonate for two hours. The mixture is concentrated, the resid... Reported procedure: The title compound was synthesized in a similar manner as described for Example 1.1 using 8-bromo-1-(1,3-dimethyl-1H-pyrazol-4-yl)-3-methyl-1,3-dihydro-imidazo[4,5-c]quinolin-2-one (Intermediate A, 40 mg, 0.105 mmol) and 2-aminopyridine-5-boronic acid pinacol ester (Aldrich, Buchs, Switzerland, 26 mg, 0.125 mmol) to give the title compound as a white solid. (HPLC: tR 2.02 min (Method A); M+H=386 MS-ES; 1H-NMR (d6-DMSO, 400 MHz) 8.90 (s, 1H), 8.16-8.10 (m, 1H), 8.07-7.98 (m, 2H), 7.86-7.78 (m, 1H... The product is NC1=CC=C(C=N1)C1=CC=2C3=C(C=NC2C=C1)N(C(N3C=3C(=NN(C3)C)C)=O)C (8-(6-Amino-pyridin-3-yl)-1-(1,3-dimethyl-1H-pyrazol-4-yl)-3-methyl-1,3-dihydro-imidazo[4,5-c]quinolin-2-one). Reactants: BrC1=CC=2C3=C(C=NC2C=C1)N(C(N3C=3C(=NN(C3)C)C)=O)C (8-bromo-1-(1,3-dimethyl-1H-pyrazol-4-yl)-3-methyl-1,3-dihydro-imidazo[4,5-c]quinolin-2-one), BrC1=CC=2C3=C(C=NC2C=C1)N(C(N3C=3C(=NN(C3)C)C)=O)C (8-bromo-1-(1,3-dimethyl-1H-pyrazol-4-yl)-3-methyl-1,3-dihydro-imidazo[4,5-c]quinolin-2-one), NC1=NC=C(C=C1)B1OC(C)(C)C(C)(C)O1 (2-aminopyridine-5-boronic acid pinacol ester). Reaction SMILES: Br[C:2]1[CH:11]=[CH:10][C:9]2[N:8]=[CH:7][C:6]3[N:12]([CH3:23])[C:13](=[O:22])[N:14]([C:15]4[C:16]([CH3:21])=[N:17][N:18]([CH3:20])[CH:19]=4)[C:5]=3[C:4]=2[CH:3]=1.[NH2:24][C:25]1[CH:30]=[CH:29][C:28](B2OC(C)(C)C(C)(C)O2)=[CH:27][N:26]=1>>[NH2:24][C:25]1[N:26]=[CH:27][C:28]([C:2]2[CH:11]=[CH:10][C:9]3[N:8]=[CH:7][C:6]4[N:12]([CH3:23])[C:13](=[O:22])[N:14]([C:15]5[C:16]([CH3:21])=[N:17][N:18]([CH3:20])[CH:19]=5)[C:5]=4[C:4]=3[CH:3]=2)=[CH:29][CH:30]=1. Starting materials: ClC1=C(C=CC=C1)C1=C(C=NC=C1)NCC(F)(F)F (4-(2-chlorophenyl)-N-(2,2,2-trifluoroethyl)pyridin-3-amine), CS(=O)(=O)C=1C=C(C(=O)O)C=C(C1)C(F)(F)F (3-(methylsulfonyl)-5-(trifluoromethyl)benzoic acid). The product is ClC1=C(C=CC=C1)C1=C(C=NC=C1)N(C(C1=CC(=CC(=C1)C(F)(F)F)S(=O)(=O)C)=O)CC(F)(F)F (N-[4-(2-Chloro-phenyl)-pyridin-3-yl]-3-methanesulfonyl-N-(2,2,2-trifluoro-ethyl)-5-trifluoromethyl-benzamide). RXN SMILES: [Cl:1][C:2]1[CH:7]=[CH:6][CH:5]=[CH:4][C:3]=1[C:8]1[CH:13]=[CH:12][N:11]=[CH:10][C:9]=1[NH:14][CH2:15][C:16]([F:19])([F:18])[F:17].[CH3:20][S:21]([C:24]1[CH:25]=[C:26]([CH:30]=[C:31]([C:33]([F:36])([F:35])[F:34])[CH:32]=1)[C:27](O)=[O:28])(=[O:23])=[O:22]>>[Cl:1][C:2]1[CH:7]=[CH:6][CH:5]=[CH:4][C:3]=1[C:8]1[CH:13]=[CH:12][N:11]=[CH:10][C:9]=1[N:14]([CH2:15][C:16]([F:19])([F:17])[F:18])[C:27](=[O:28])[C:26]1[CH:30]=[C:31]([C:33]([F:36])([F:34])[F:35])[CH:32]=[C:24]([S:21]([CH3:20])(=[O:23])=[O:22])[CH:25]=1. Procedure details: The title compound was prepared in analogy to example 90, from 4-(2-chlorophenyl)-N-(2,2,2-trifluoroethyl)pyridin-3-amine and 3-(methylsulfonyl)-5-(trifluoromethyl)benzoic acid (example 114, intermediate a) after a reaction time of 18 hours at room temperature. The compound was purified by silica gel chromatography on a 20 g column using an MPLC (Flashmaster) system eluting with a gradient of n-heptane:EtOAc (100:0 to 0:100). Further purification by preparative HPLC (Gemini NX) with a gradient o... The reactants are Cl (hydrochloric acid), O (water), C(C=1C(N)=CC=CC1)(=O)OC (Methyl anthranilate), C(C1=CC=CC=C1)O (benzyl alcohol), Montmorillonite. Solvent: CC=1C=CC(=CC1)C (p-xylene). Run at time 3 hour. Product: C(C1=CC=CC=C1)C1=CC=C(C(C(=O)OC)=C1)N (methyl 5-benzylanthranilate). The yield is 4.4%. Reaction SMILES: [C:1]([O:10][CH3:11])(=[O:9])[C:2]1[C:3](=[CH:5][CH:6]=[CH:7][CH:8]=1)[NH2:4].[CH2:12](O)[C:13]1[CH:18]=[CH:17][CH:16]=[CH:15][CH:14]=1.Cl.O>CC1C=CC(C)=CC=1>[CH2:12]([C:7]1[CH:8]=[C:2]([C:1]([O:10][CH3:11])=[O:9])[C:3]([NH2:4])=[CH:5][CH:6]=1)[C:13]1[CH:18]=[CH:17][CH:16]=[CH:15][CH:14]=1. Procedure: Methyl anthranilate (30.9 g; 205 mmols) and benzyl alcohol (4.43 g; 40,9 mmols) were dissolved in 50 mL of p-xylene. Montmorillonite (1.3 g), activated with hydrochloric acid, was added to the reaction mixture, which was then heated to boiling. The water produced during the reaction was collected using a Dean-Starck-apparatus. After three hours the solvent and the excess of methyl anthranilate were distilled off at reduced pressure. Chromatography using silica gel 60 and heptane/ethyl acetate (1...